Dataset: the Open Reaction Database (ORD), a public repository of structured organic reaction records. Task: describe an organic reaction: reactants, conditions, products, and yield The reactants are FC=1C=C(C=CC1C(C)C)NC(=O)NC (N-(3-Fluoro-4-isopropyl-phenyl)-N'-methyl-urea), O(C[*:2])[*:1] (polyoxymethylene), CN(C=O)C (dimethylformamide), C1(=CC=CC=C1)C (toluene). The reagents and catalysts are C1(=CC=C(C=C1)S(=O)(=O)O)C (para-toluenesulphonic acid). Run at temperature 80 celsius. Product: FC=1C=C(C=CC1C(C)C)N1COCN(C1=O)C (3-(3-fluoro-4-isopropyl-phenyl)-5-methyltetrahydro-1,3,5-oxadiazin-4-one). Isolated yield 82.0%. RXN SMILES: [F:1][C:2]1[CH:3]=[C:4]([NH:11][C:12]([NH:14][CH3:15])=[O:13])[CH:5]=[CH:6][C:7]=1[CH:8]([CH3:10])[CH3:9].CN(C)[CH:18]=[O:19].[C:21]1(C)C=CC=CC=1>C1(C)C=CC(S(O)(=O)=O)=CC=1>[F:1][C:2]1[CH:3]=[C:4]([N:11]2[C:12](=[O:13])[N:14]([CH3:21])[CH2:15][O:19][CH2:18]2)[CH:5]=[CH:6][C:7]=1[CH:8]([CH3:9])[CH3:10]. Reported procedure: N-(3-Fluoro-4-isopropyl-phenyl)-N'-methyl-urea (one mol=210 g.) and polyoxymethylene (1 mol=90 g.) are dissolved in toluene (800 cc.) in the presence of para-toluenesulphonic acid (0.3 mol=51.6 g.) as a catalyst and of dimethylformamide (0.3 mol=22 g.), and the mixture is heated for 15 minutes at 80° C. After having washed the solution with water and then concentrated it, 3-(3-fluoro-4-isopropyl-phenyl)-5-methyltetrahydro-1,3,5-oxadiazin-4-one is obtained in the form of an oil which is purified ... Isolated yield 87.8%. Run in Cl (hydrochloric acid). Procedure details: A solution of 6,7-diaminobenzothiazole (1.3 g, 7.9 mmol) and oxalic acid dihydrate (1.3 g, 10.3 mmol) in 40 ml of 4M hydrochloric acid was refluxed on an oil bath for 11/2 h, and cooled. The resulting precipitate was collected by filtration and washed successively with water and ethanol to give 1.52 g (88%) of the title compound; m.p.>360° C.; IR (KBr): 1700 cm-1 ; 1H-NMR (DMSO-d6) ca. 6.3 (very broad s, 1H, OH), 7.40 (d, J=9 Hz, 1H, ArH), 7.87 (d, J=9 Hz, 1H, ArH), 9.33 (s, 1H, H-2), 12.07 (bro... Product: OC1=NC2=CC=C3C(=C2N=C1O)SC=N3 (7,8-Dihydroxythiazolo[5,4-f]quinoxaline). RXN SMILES: [NH2:1][C:2]1[CH:10]=[CH:9][C:5]2[N:6]=[CH:7][S:8][C:4]=2[C:3]=1[NH2:11].O.O.[C:14](O)(=[O:18])[C:15](O)=[O:16]>Cl>[OH:16][C:15]1[C:14]([OH:18])=[N:11][C:3]2[C:2](=[CH:10][CH:9]=[C:5]3[N:6]=[CH:7][S:8][C:4]3=2)[N:1]=1 |f:1.2.3|. The reactants are NC1=C(C2=C(N=CS2)C=C1)N (6,7-diaminobenzothiazole), O.O.C(C(=O)O)(=O)O (oxalic acid dihydrate). The reactants are COC(=O)C(NC(=O)C(NC(=O)OC(C)(C)C)C(C)(C)C)C1CCCCC1, CN. The product is CNC(=O)C(NC(=O)C(NC(=O)OC(C)(C)C)C(C)(C)C)C1CCCCC1. As a reaction SMILES: [CH3:1][O:2][C:3]([CH:4]([CH:5]1[CH2:6][CH2:7][CH2:8][CH2:9][CH2:10]1)[NH:11][C:12]([CH:13]([C:14]([CH3:15])([CH3:16])[CH3:17])[NH:18][C:19](=[O:20])[O:21][C:22]([CH3:23])([CH3:24])[CH3:25])=[O:26])=[O:27].[CH3:28][NH2:29]>>[C:3]([CH:4]([CH:5]1[CH2:6][CH2:7][CH2:8][CH2:9][CH2:10]1)[NH:11][C:12]([CH:13]([C:14]([CH3:15])([CH3:16])[CH3:17])[NH:18][C:19](=[O:20])[O:21][C:22]([CH3:23])([CH3:24])[CH3:25])=[O:26])(=[O:27])[NH:29][CH3:28]. The reactants are NC1=CN=C(C(=N1)C#N)C1=C(C=C(C=C1)B1OC(C(O1)(C)C)(C)C)F (6-amino-3-(2-fluoro-4-(4,4,5,5-tetramethyl-1,3,2-dioxaborolan-2-yl)phenyl)pyrazine-2-carbonitrile), BrC1=C(OC2=NC=CC=N2)C=C(C=C1)C(F)(F)F (2-(2-bromo-5-(trifluoromethyl)phenoxy)pyrimidine). The product is NC1=CN=C(C(=N1)C#N)C1=C(C=C(C=C1)C1=C(C=C(C=C1)C(F)(F)F)OC1=NC=CC=N1)F (6-Amino-3-[3-fluoro-2′-(pyrimidin-2-yloxy)-4′-(trifluoromethyl)biphenyl-4-yl]pyrazine-2-carbonitrile). Reaction SMILES: [NH2:1][C:2]1[N:7]=[C:6]([C:8]#[N:9])[C:5]([C:10]2[CH:15]=[CH:14][C:13](B3OC(C)(C)C(C)(C)O3)=[CH:12][C:11]=2[F:25])=[N:4][CH:3]=1.Br[C:27]1[CH:39]=[CH:38][C:37]([C:40]([F:43])([F:42])[F:41])=[CH:36][C:28]=1[O:29][C:30]1[N:35]=[CH:34][CH:33]=[CH:32][N:31]=1>>[NH2:1][C:2]1[N:7]=[C:6]([C:8]#[N:9])[C:5]([C:10]2[CH:15]=[CH:14][C:13]([C:27]3[CH:39]=[CH:38][C:37]([C:40]([F:42])([F:43])[F:41])=[CH:36][C:28]=3[O:29][C:30]3[N:31]=[CH:32][CH:33]=[CH:34][N:35]=3)=[CH:12][C:11]=2[F:25])=[N:4][CH:3]=1. Procedure details: The title compound was prepared using conditions analogous to those used to make Example 6 utilizing 6-amino-3-(2-fluoro-4-(4,4,5,5-tetramethyl-1,3,2-dioxaborolan-2-yl)phenyl)pyrazine-2-carbonitrile and 2-(2-bromo-5-(trifluoromethyl)phenoxy)pyrimidine. MS (ESI): mass calcd. for C22H12F4N6O, 452.10; m/z found, 453.1 [M+H]+. 1H NMR (600 MHz, DMSO-δ6) δ 8.56 (d, J=4.8, 2H), 8.20 (s, 1H), 7.89-7.81 (m, 2H), 7.81-7.75 (m, 1H), 7.61-7.54 (m, 1H), 7.48 (dd, J=11.1, 1.7, 1H), 7.43 (dd, J=8.1, 1.7, 1H), ...